describe an organic reaction: reactants, conditions, products, and yield From a dataset of the Open Reaction Database (ORD), a public repository of structured organic reaction records. Reactants: C(C)C=1N(C2=CC(=C(C=C2C(C1C(=O)O)=O)F)C1=CC(=NC(=C1)C)CCl)C1CC1 (ethyl-1-cyclopropyl--7-[2-(chloromethyl)-6-methyl-4-pyridinyl]-6-fluoro-1,4-dihydro-4-oxo-3-quinolinecarboxylic acid), C[O-].[Na+] (sodium methoxide). Solvent: CO (methanol). Yields the product C1(CC1)N1C=C(C(C2=CC(=C(C=C12)C1=CC(=NC(=C1)C)COC)F)=O)C(=O)O (1-cyclopropyl-6-fluoro-7-[2-(methoxymethyl)-6-methyl-4-pyridinyl]-1,4-dihydro-4-oxo-3-quinolinecarboxylic acid). The yield is 65.0%. Reaction SMILES: C([C:3]1[N:4]([CH:27]2[CH2:29][CH2:28]2)[C:5]2[C:10]([C:11](=[O:16])[C:12]=1[C:13]([OH:15])=[O:14])=[CH:9][C:8]([F:17])=[C:7]([C:18]1[CH:23]=[C:22]([CH3:24])[N:21]=[C:20]([CH2:25]Cl)[CH:19]=1)[CH:6]=2)C.[CH3:30][O-:31].[Na+]>CO>[CH:27]1([N:4]2[C:5]3[C:10](=[CH:9][C:8]([F:17])=[C:7]([C:18]4[CH:23]=[C:22]([CH3:24])[N:21]=[C:20]([CH2:25][O:31][CH3:30])[CH:19]=4)[CH:6]=3)[C:11](=[O:16])[C:12]([C:13]([OH:15])=[O:14])=[CH:3]2)[CH2:29][CH2:28]1 |f:1.2|. Procedure: A solution of 1.52 g ethyl-1-cyclopropyl--7-[2-(chloromethyl)-6-methyl-4-pyridinyl]-6-fluoro-1,4-dihydro-4-oxo-3-quinolinecarboxylic acid (Example 18b) in 125 ml methanol was treated with 1.5 g of powdered sodium methoxide, and the reaction mixture was heated at reflux for about 16 hours. The mixture was quenched in ice containing acetic acid and extracted with methylene dichloride. The extracts were concentrated and the residue treated with water. The solid product was collected and dried (1.11... Starting materials: Pt2O, O=C1CCC=2NC(=CC21)C(=O)OC (methyl 4-oxo-1,4,5,6-tetrahydrocyclopenta[b]pyrrole-2-carboxylate), ClC=1C=C(C[Mg]Cl)C=CC1Cl (3,4-dichlorobenzylmagnesium chloride), ClC=1C=C(\C=C\2/CCC=3NC(=CC32)C(=O)OC)C=C(C1)F ((E)-methyl 4-(3-chloro-5-fluorobenzylidene)-1,4,5,6-tetrahydrocyclopenta[b]pyrrole-2-carboxylate). The product is ClC=1C=C(CC2CCC=3NC(=CC32)C(=O)OC)C=CC1Cl (methyl 4-(3,4-dichlorobenzyl)-1,4,5,6-tetrahydrocyclopenta[b]pyrrole-2-carboxylate). Reaction SMILES: O=[C:2]1[C:9]2[CH:8]=[C:7]([C:10]([O:12][CH3:13])=[O:11])[NH:6][C:5]=2[CH2:4][CH2:3]1.[Cl:14][C:15]1[CH:16]=[C:17]([CH:21]=[CH:22][C:23]=1[Cl:24])[CH2:18][Mg]Cl.ClC1C=C(C=C(F)C=1)/C=C1\CCC2NC(C(OC)=O)=CC\1=2>>[Cl:14][C:15]1[CH:16]=[C:17]([CH:21]=[CH:22][C:23]=1[Cl:24])[CH2:18][CH:2]1[C:9]2[CH:8]=[C:7]([C:10]([O:12][CH3:13])=[O:11])[NH:6][C:5]=2[CH2:4][CH2:3]1. Procedure details: The title compound was synthesized in two steps. First, methyl 4-oxo-1,4,5,6-tetrahydrocyclopenta[b]pyrrole-2-carboxylate (0.50 g, 2.8 mmol) was reacted with 3,4-dichlorobenzylmagnesium chloride (0.25 M in diethyl ether, 28.0 mL, 7.0 mmol) according to General Procedure 3. The resulting exo-olefin ((E)-methyl 4-(3,4-dichlorobenzylidene)-1,4,5,6-tetrahydrocyclopenta[b]pyrrole-2-carboxylate) was then converted to the title compound by hydrogenation according to General Procedure 6 (with 5% Pt2O). ...